This data is from the Open Reaction Database (ORD), a public repository of structured organic reaction records. The task is: describe an organic reaction: reactants, conditions, products, and yield Starting materials: CO, Nc1ccc(C(c2ccc(F)cc2)n2ccnc2)cc1[N+](=O)[O-], [H][H], c1ccsc1. The product is Nc1ccc(C(c2ccc(F)cc2)n2ccnc2)cc1N. As a reaction SMILES: [CH3:31][OH:32].[F:1][c:2]1[cH:3][cH:4][c:5]([CH:8]([c:9]2[cH:10][c:11]([N+:16]([O-:17])=[O:18])[c:12]([NH2:15])[cH:13][cH:14]2)[n:19]2[cH:20][n:21][cH:22][cH:23]2)[cH:6][cH:7]1.[H:29][H:30].[cH:24]1[cH:25][s:26][cH:27][cH:28]1>>[F:1][c:2]1[cH:3][cH:4][c:5]([CH:8]([c:9]2[cH:10][c:11]([NH2:16])[c:12]([NH2:15])[cH:13][cH:14]2)[n:19]2[cH:20][n:21][cH:22][cH:23]2)[cH:6][cH:7]1.